This data is from the Open Reaction Database (ORD), a public repository of structured organic reaction records. The task is: describe an organic reaction: reactants, conditions, products, and yield The reactants are O (water), ClC1=CC=C(OC2CCN(CC2)C(=O)C=2C=C3C=CNC3=CC2)C=C1 ((4-(4-Chlorophenoxy)piperidin-1-yl)(1H-indol-5-yl)methanone), [H-].[Na+] (sodium hydride), BrCCO[Si](C)(C)C(C)(C)C ((2-bromoethoxy)(tert-butyl)dimethylsilane). Solvent: CN(C=O)C (N,N-dimethylformamide). Reaction conditions: time 2 hour. Product: [Si](C)(C)(C(C)(C)C)OCCN1C=CC2=CC(=CC=C12)C(=O)N1CCC(CC1)OC1=CC=C(C=C1)Cl ((1-(2-((tert-butyldimethylsilyl)oxy)ethyl)-1H-indol-5-yl)(4-(4-chlorophenoxy)piperidin-1-yl)methanone). The yield is 98.6%. Reaction SMILES: [Cl:1][C:2]1[CH:25]=[CH:24][C:5]([O:6][CH:7]2[CH2:12][CH2:11][N:10]([C:13]([C:15]3[CH:16]=[C:17]4[C:21](=[CH:22][CH:23]=3)[NH:20][CH:19]=[CH:18]4)=[O:14])[CH2:9][CH2:8]2)=[CH:4][CH:3]=1.[H-].[Na+].Br[CH2:29][CH2:30][O:31][Si:32]([C:35]([CH3:38])([CH3:37])[CH3:36])([CH3:34])[CH3:33].O>CN(C)C=O>[Si:32]([O:31][CH2:30][CH2:29][N:20]1[C:21]2[C:17](=[CH:16][C:15]([C:13]([N:10]3[CH2:11][CH2:12][CH:7]([O:6][C:5]4[CH:4]=[CH:3][C:2]([Cl:1])=[CH:25][CH:24]=4)[CH2:8][CH2:9]3)=[O:14])=[CH:23][CH:22]=2)[CH:18]=[CH:19]1)([C:35]([CH3:38])([CH3:37])[CH3:36])([CH3:34])[CH3:33] |f:1.2|. Procedure details: To a stirred solution of (4-(4-chlorophenoxy)piperidin-1-yl)(1H-indol-5-yl)methanone (30 mg, 0.085 mmol, Step-1 of Example 353) and sodium hydride (60% in oil, 4 mg, 0.17 mmol) in N,N-dimethylformamide (1.5 mL) was added (2-bromoethoxy)(tert-butyl)dimethylsilane (24 mg, 0.10 mmol) at room temperature. After stirring at room temperature for 2 hours, the mixture was poured into water (20 mL) and extracted with ethyl acetate (20 mL). The organic layer was washed with water (20 mL), and dried over s... Starting materials: C([O-])(O)=O.[Na+] (sodium bicarbonate), [Cl-].[Na+] (sodium chloride), BrC=1C=C(C(CBr)=O)C=CC1 (3-Bromophenacyl bromide), C(C)(C)N(C(C)C)CC (N,N-diisopropylethylamine), C(C=C)NCC1=C(C=C(C=C1)OC)OC (allyl(2,4-dimethoxybenzyl)amine). Run in C(Cl)(Cl)Cl (Chloroform), ClCCl (dichloromethane), ClCCl (dichloromethane). Conditions: time 20 hour. Yields the product C(C=C)N(CC(=O)C1=CC(=CC=C1)Br)CC1=C(C=C(C=C1)OC)OC (2-[allyl(2,4-dimethoxybenzyl)amino]-1-(3-bromophenyl)ethanone). Yield: 98.3%. As a reaction SMILES: [Br:1][C:2]1[CH:3]=[C:4]([CH:9]=[CH:10][CH:11]=1)[C:5](=[O:8])[CH2:6]Br.C(N(CC)C(C)C)(C)C.[CH2:21]([NH:24][CH2:25][C:26]1[CH:31]=[CH:30][C:29]([O:32][CH3:33])=[CH:28][C:27]=1[O:34][CH3:35])[CH:22]=[CH2:23].C(=O)(O)[O-].[Na+].[Cl-].[Na+]>ClCCl.C(Cl)(Cl)Cl>[CH2:21]([N:24]([CH2:25][C:26]1[CH:31]=[CH:30][C:29]([O:32][CH3:33])=[CH:28][C:27]=1[O:34][CH3:35])[CH2:6][C:5]([C:4]1[CH:9]=[CH:10][CH:11]=[C:2]([Br:1])[CH:3]=1)=[O:8])[CH:22]=[CH2:23] |f:3.4,5.6|. Procedure: 3-Bromophenacyl bromide (20.9 g) was dissolved in dichloromethane (400 mL). After ice-cooling the solution, N,N-diisopropylethylamine (14.3 mL) and allyl(2,4-dimethoxybenzyl)amine (18.7 g) were dissolved in dichloromethane (50 mL) and added dropwise. The reaction solution was gradually warmed to room temperature while dipping in an ice water bath, and stirred for about 20 hours. Chloroform, a saturated sodium bicarbonate solution and a saturated sodium chloride solution were sequentially added t... Starting materials: CC(=O)O, COC(=O)c1cc(S(C)(=O)=O)c(Oc2ccc([N+](=O)[O-])c(S(F)(F)(F)(F)F)c2)cc1C, CO, [H][H]. Yields the product COC(=O)c1cc(S(C)(=O)=O)c(Oc2ccc(N)c(S(F)(F)(F)(F)F)c2)cc1C. As a reaction SMILES: [C:34]([OH:35])(=[O:36])[CH3:37].[CH3:1][S:2](=[O:3])(=[O:4])[c:5]1[c:6]([O:16][c:17]2[cH:18][c:19]([S:26]([F:27])([F:28])([F:29])([F:30])[F:31])[c:20]([N+:23]([O-:24])=[O:25])[cH:21][cH:22]2)[cH:7][c:8]([CH3:15])[c:9]([C:10](=[O:11])[O:12][CH3:13])[cH:14]1.[CH3:38][OH:39].[H:32][H:33]>>[CH3:1][S:2](=[O:3])(=[O:4])[c:5]1[c:6]([O:16][c:17]2[cH:18][c:19]([S:26]([F:27])([F:28])([F:29])([F:30])[F:31])[c:20]([NH2:23])[cH:21][cH:22]2)[cH:7][c:8]([CH3:15])[c:9]([C:10](=[O:11])[O:12][CH3:13])[cH:14]1. The reactants are CCOC(=O)COc1ccc(SCc2cccc3sc(-c4ccc(C(F)(F)F)cc4)nc23)cc1C, CCO, Cl, [Na+], [OH-]. The product is Cc1cc(SCc2cccc3sc(-c4ccc(C(F)(F)F)cc4)nc23)ccc1OCC(=O)O. RXN SMILES: [CH2:1]([CH3:2])[O:3][C:4]([CH2:5][O:6][c:7]1[c:8]([CH3:34])[cH:9][c:10]([S:13][CH2:14][c:15]2[cH:16][cH:17][cH:18][c:19]3[c:20]2[n:21][c:22](-[c:24]2[cH:25][cH:26][c:27]([C:30]([F:31])([F:32])[F:33])[cH:28][cH:29]2)[s:23]3)[cH:11][cH:12]1)=[O:35].[CH3:39][CH2:40][OH:41].[ClH:38].[Na+:37].[OH-:36]>>[O:3]=[C:4]([CH2:5][O:6][c:7]1[c:8]([CH3:34])[cH:9][c:10]([S:13][CH2:14][c:15]2[cH:16][cH:17][cH:18][c:19]3[c:20]2[n:21][c:22](-[c:24]2[cH:25][cH:26][c:27]([C:30]([F:31])([F:32])[F:33])[cH:28][cH:29]2)[s:23]3)[cH:11][cH:12]1)[OH:35].